This data is from the Open Reaction Database (ORD), a public repository of structured organic reaction records. The task is: describe an organic reaction: reactants, conditions, products, and yield The reactants are C1(CCCCC1)NC(=O)C=1C(N(C2=CC=C(C=C2C1O)F)C)=O (6-Fluoro 4-hydroxy-1-methyl-2-oxo-1,2-dihydro-quinoline-3-carboxylic acid cyclohexylamide), P(=O)(Cl)(Cl)Cl (phosphorus oxychloride). Yields the product ClC1=C(C(N(C2=CC=C(C=C12)F)C)=O)C#N (4-Chloro-6-fluoro-1-methyl-2-oxo-1,2-dihydro-quinoline-3-carbonitrile). The yield is 56.0%. RXN SMILES: C1([NH:7][C:8]([C:10]2[C:11](=[O:23])[N:12]([CH3:22])[C:13]3[C:18]([C:19]=2O)=[CH:17][C:16]([F:21])=[CH:15][CH:14]=3)=O)CCCCC1.P(Cl)(Cl)([Cl:26])=O>>[Cl:26][C:19]1[C:18]2[C:13](=[CH:14][CH:15]=[C:16]([F:21])[CH:17]=2)[N:12]([CH3:22])[C:11](=[O:23])[C:10]=1[C:8]#[N:7]. Reported procedure: A solution of Compound 44 (2 g, 6.28 mmol) in 20 ml neat phosphorus oxychloride was heated at 90° C. for 5 h. The solvent was evaporated under reduced pressure. The residue was suspended in ice water and neutralized by solid sodium bicarbonate. The solids formed were filtered, washed by water, and purified by flash chromatography eluting with 1% methanol in dichloromethane to yield 0.80 g (56%) of yellow solids. M.P. 258° C. 1H NMR (DMSO-d6): δ 3.67 (s, 3H), 7.78–7.89 (m, 3H). EIMS m/z 259 (M+23...